This data is from the Open Reaction Database (ORD), a public repository of structured organic reaction records. The task is: describe an organic reaction: reactants, conditions, products, and yield Starting materials: COC(CN)CSC(NCCCCCCCCCCCCCCCCCC)=O (2-methoxy-3-octadecylcarbamoylthiopropylamine), b1, ClCCCS(=O)(=O)NCC(CSCCCCCCCCCCCCCCCC)OC (3-(3-chloropropylsulfonylamino)-1-hexadecylthio-2-methoxypropane). Product: ClCCCS(=O)(=O)NCC1(OCCC1)CSCCCCCCCCCCCCCCCC (2-(3-chloropropylsulfonylaminomethyl)-2-hexadecylthiomethyltetrahydrofuran). As a reaction SMILES: CO[CH:3](CSC(=O)NCCCCCCCCCCCCCCCCCC)[CH2:4]N.[Cl:29][CH2:30][CH2:31][CH2:32][S:33]([NH:36][CH2:37][CH:38]([O:57][CH3:58])[CH2:39][S:40][CH2:41][CH2:42][CH2:43][CH2:44][CH2:45][CH2:46][CH2:47][CH2:48][CH2:49][CH2:50][CH2:51][CH2:52][CH2:53][CH2:54][CH2:55][CH3:56])(=[O:35])=[O:34]>>[Cl:29][CH2:30][CH2:31][CH2:32][S:33]([NH:36][CH2:37][C:38]1([CH2:39][S:40][CH2:41][CH2:42][CH2:43][CH2:44][CH2:45][CH2:46][CH2:47][CH2:48][CH2:49][CH2:50][CH2:51][CH2:52][CH2:53][CH2:54][CH2:55][CH3:56])[CH2:4][CH2:3][CH2:58][O:57]1)(=[O:34])=[O:35]. Reported procedure: 2-Aminomethyl-2-hexadecylthiomethyltetrahydrofuran IV b1 is allowed to react and worked by the same procedure as described in (4). m.p. 44.5° to 45.5° C. The summary of the experimental condition and the physical data of the product are listed in the Table 7. Reactants: CC1(CCCC2(C3C1C(C2=C)CC3)C)C (longifolene), BrCC(=O)O (bromoacetic acid). Product: C(C)(C)C1C2(C3(CCCC(C3C1)C2)C)C (2-isopropyl-1,7a-dimethyl-octahydro-1,4-methano-indene). The yield is 19.8%. RXN SMILES: [CH3:1][C:2]1([CH3:15])[CH:8]2[CH:9]3[CH2:12][CH2:13][CH:7]2[C:6]([CH3:14])([C:10]3=[CH2:11])[CH2:5][CH2:4][CH2:3]1.BrCC(O)=O>>[CH:2]([CH:3]1[CH2:4][CH:5]2[C:6]3([CH3:14])[CH2:7][CH2:8][CH2:9][CH:12]2[CH2:13][C:10]13[CH3:11])([CH3:15])[CH3:1]. Procedure details: A four neck flask of 2 L was charged with 1000 g of the same longifolene as in Production Example 4 and 100 g of bromoacetic acid to carry out reaction at 170° C. for 18 hours. This reaction mixture was washed with a saturated sodium hydrogencarbonate aqueous solution and water and refined by distillation, and after refined by distillation, it was charged into an autoclave of 2 L together with 18 g of a palladium-carbon catalyst for hydrogenation to carry out hydrogenation (hydrogen pressure: 6 ...